Task: describe an organic reaction: reactants, conditions, products, and yield. Dataset: the Open Reaction Database (ORD), a public repository of structured organic reaction records The reactants are O=C([O-])[O-], CN1CCCC1=O, CCOC(C)=O, CC(C)(C)OC(=O)N1CCC(C2CCN(c3cc(Cl)ncn3)CC2)CC1, [Cs+], [Cs+], c1nc[nH]n1. Yields the product CC(C)(C)OC(=O)N1CCC(C2CCN(c3cc(-n4cncn4)ncn3)CC2)CC1. Reaction SMILES: [C:32](=[O:33])([O-:34])[O-:35].[CH3:38][N:39]1[CH2:40][CH2:41][CH2:42][C:43]1=[O:44].[CH3:45][CH2:46][O:47][C:48](=[O:49])[CH3:50].[Cl:1][c:2]1[cH:3][c:4]([N:8]2[CH2:9][CH2:10][CH:11]([CH:14]3[CH2:15][CH2:16][N:17]([C:20](=[O:21])[O:22][C:23]([CH3:24])([CH3:25])[CH3:26])[CH2:18][CH2:19]3)[CH2:12][CH2:13]2)[n:5][cH:6][n:7]1.[Cs+:36].[Cs+:37].[nH:27]1[n:28][cH:29][n:30][cH:31]1>>[c:2]1(-[n:27]2[n:28][cH:29][n:30][cH:31]2)[cH:3][c:4]([N:8]2[CH2:9][CH2:10][CH:11]([CH:14]3[CH2:15][CH2:16][N:17]([C:20](=[O:21])[O:22][C:23]([CH3:24])([CH3:25])[CH3:26])[CH2:18][CH2:19]3)[CH2:12][CH2:13]2)[n:5][cH:6][n:7]1. The reactants are F[B-](F)(F)F, CNC(=O)C(NC(=O)C(CC(=O)OCc1ccccc1)NC(=O)OC(C)(C)C)C(C)(C)C, O=C(CC(C(=O)O)n1ccc(-c2ccc(-c3ccncc3)cc2)c1)OCc1ccccc1, Cl, CC(C)CC(N)c1ncc[nH]1, CN(C)C(On1nnc2ccccc21)=[N+](C)C. The product is CC(C)CC(NC(=O)C(CC(=O)OCc1ccccc1)n1ccc(-c2ccc(-c3ccncc3)cc2)c1)c1ncc[nH]1. RXN SMILES: [B-:77]([F:78])([F:79])([F:80])[F:81].[CH2:1]([O:2][C:3](=[O:4])[CH2:5][CH:6]([NH:7][C:8]([O:9][C:10]([CH3:11])([CH3:12])[CH3:13])=[O:14])[C:15]([NH:16][CH:17]([C:18](=[O:19])[NH:20][CH3:21])[C:22]([CH3:23])([CH3:24])[CH3:25])=[O:26])[c:27]1[cH:28][cH:29][cH:30][cH:31][cH:32]1.[CH2:45]([c:46]1[cH:47][cH:48][cH:49][cH:50][cH:51]1)[O:52][C:53]([CH2:54][CH:55]([C:56](=[O:57])[OH:58])[n:59]1[cH:60][c:61](-[c:64]2[cH:65][cH:66][c:67](-[c:70]3[cH:71][cH:72][n:73][cH:74][cH:75]3)[cH:68][cH:69]2)[cH:62][cH:63]1)=[O:76].[ClH:44].[NH2:33][CH:34]([CH2:35][CH:36]([CH3:37])[CH3:38])[c:39]1[nH:40][cH:41][cH:42][n:43]1.[n:82]1([O:83][C:84]([N:85]([CH3:86])[CH3:87])=[N+:88]([CH3:89])[CH3:90])[c:91]2[cH:92][cH:93][cH:94][cH:95][c:96]2[n:97][n:98]1>>[NH:33]([CH:34]([CH2:35][CH:36]([CH3:37])[CH3:38])[c:39]1[n:40][cH:41][cH:42][nH:43]1)[C:56]([CH:55]([CH2:54][C:53]([O:52][CH2:45][c:46]1[cH:47][cH:48][cH:49][cH:50][cH:51]1)=[O:76])[n:59]1[cH:60][c:61](-[c:64]2[cH:65][cH:66][c:67](-[c:70]3[cH:71][cH:72][n:73][cH:74][cH:75]3)[cH:68][cH:69]2)[cH:62][cH:63]1)=[O:57]. The reactants are C1(=CCCC1)C=1C=C(C=CC1)CO ((3-Cyclopenten-1-ylphenyl)methanol). Reagents/catalysts: O=[Mn]=O (MnO2). The solvent is C(Cl)(Cl)Cl (chloroform). Run at temperature 60 celsius. The product is C1(=CCCC1)C=1C=C(C=O)C=CC1 (3-Cyclopenten-1-ylbenzaldehyde). The yield is 76.2%. RXN SMILES: [C:1]1([C:6]2[CH:7]=[C:8]([CH2:12][OH:13])[CH:9]=[CH:10][CH:11]=2)[CH2:5][CH2:4][CH2:3][CH:2]=1>O=[Mn]=O.C(Cl)(Cl)Cl>[C:1]1([C:6]2[CH:7]=[C:8]([CH:9]=[CH:10][CH:11]=2)[CH:12]=[O:13])[CH2:5][CH2:4][CH2:3][CH:2]=1. Reported procedure: 1.35 g (8 mmol) of (3-cyclopenten-1-ylphenyl)methanol (5a) and 80 ml of chloroform are introduced into a round-bottomed flask. 6.8 g of MnO2 are then added and the suspension is heated at 60° C. for 2 hours. The mixture is filtered in the hot state, the precipitate washed with chloroform and then the filtrate concentrated under reduced pressure. The title product (1.05 g) is obtained in the form of a yellow oil which is used in the next step without further purification.